From a dataset of the Open Reaction Database (ORD), a public repository of structured organic reaction records. describe an organic reaction: reactants, conditions, products, and yield Reactants: CI (methyliodide), CsCO3, CI (methyliodide), BrC1=CC=C2C(NC=NC2=C1)=O (7-Bromoquinazolin-4(3H)-one). Procedure: 400 mg 7-Bromoquinazolin-4(3H)-one was dissolved in DMF and 720 mg of CsCO3 and 130 μL of methyliodide were added and the mixture stirred for 3 h at 25° C. Additional 50 μL methyliodide were added and stirred overnight at 25° C. The mixture was filtered off and the mother liquor diluted with DCM and extracted with water. The solvent was removed to yield 490 mg of 7-bromo-3-methylquinazolin-4(3H)-one as solid. Product: BrC1=CC=C2C(N(C=NC2=C1)C)=O (7-bromo-3-methylquinazolin-4(3H)-one). RXN SMILES: [Br:1][C:2]1[CH:11]=[C:10]2[C:5]([C:6](=[O:12])[NH:7][CH:8]=[N:9]2)=[CH:4][CH:3]=1.[CH3:13]I>CN(C=O)C>[Br:1][C:2]1[CH:11]=[C:10]2[C:5]([C:6](=[O:12])[N:7]([CH3:13])[CH:8]=[N:9]2)=[CH:4][CH:3]=1. Conditions: temperature 25 celsius, time 3 hour. The solvent is CN(C)C=O (DMF). The reactants are [Ca] (calcium), S(O)(O)(=O)=O (sulfuric acid), MP-116 glycol ether, alkyl, [Ca] (calcium), carboxylic acid, glycol ethers, Carboxylic acids, polyalkylene glycol, C1-C10 alkyl, polyalkylene glycol, carboxylic acid, alcohols, S(O)(O)(=O)=O (sulfuric acid), Polyalkylene glycols, [Ca] (calcium), [Ca] (calcium). The reagents and catalysts are Catalyst Z, Catalyst Z, Catalyst Z. Solvent: CCOCC (ether). Yields the product S(=O)(=O)([O-])[O-] (sulfate), S([O-])(O)(=O)=O (bisulfate), S(=O)([O-])[O-] (sulfite), S([O-])(O)=O (bisulfite), carboxylate. RXN SMILES: [Ca].[S:2](=[O:6])(=[O:5])([OH:4])[OH:3]>CCOCC>[S:2]([O-:6])([O-:5])(=[O:4])=[O:3].[S:2](=[O:4])(=[O:3])([OH:6])[O-:5].[S:2]([O-:5])([O-:4])=[O:3].[S:2](=[O:3])([OH:5])[O-:4]. Procedure details: The preferred calcium-containing catalysts are those which have previously been employed for alkoxylation processes. For example, Smith et al., WO 2006/025898, which is incorporated by reference, generally describes an alkoxylation catalyst comprising a calcium-containing compound modified by the addition of a acid, preferably a strong acid, generally referred to herein as “Catalyst Z”. Carboxylic acids or ether components are optionally added to the catalyst composition. More specifically, in o... Starting materials: ClCCl, COc1cc(CC(=O)Nc2ccc(C(C)CC(=O)OC(C)(C)C)cc2)ccc1NC(=O)N1CCc2ccccc21, O=C(O)C(F)(F)F. The product is COc1cc(CC(=O)Nc2ccc(C(C)CC(=O)O)cc2)ccc1NC(=O)N1CCc2ccccc21. Reaction SMILES: [Cl:48][CH2:49][Cl:50].[N:1]1([C:10](=[O:11])[NH:12][c:13]2[c:14]([O:39][CH3:40])[cH:15][c:16]([CH2:19][C:20](=[O:21])[NH:22][c:23]3[cH:24][cH:25][c:26]([CH:29]([CH2:30][C:31](=[O:32])[O:33][C:34]([CH3:35])([CH3:36])[CH3:37])[CH3:38])[cH:27][cH:28]3)[cH:17][cH:18]2)[CH2:2][CH2:3][c:4]2[cH:5][cH:6][cH:7][cH:8][c:9]21.[OH:41][C:42]([C:43]([F:44])([F:45])[F:46])=[O:47]>>[N:1]1([C:10](=[O:11])[NH:12][c:13]2[c:14]([O:39][CH3:40])[cH:15][c:16]([CH2:19][C:20](=[O:21])[NH:22][c:23]3[cH:24][cH:25][c:26]([CH:29]([CH2:30][C:31](=[O:32])[OH:33])[CH3:38])[cH:27][cH:28]3)[cH:17][cH:18]2)[CH2:2][CH2:3][c:4]2[cH:5][cH:6][cH:7][cH:8][c:9]21. Product: COc1ccc2nccc(CCN3CCC(CNC(=O)c4ccc5c(n4)NC(=O)CS5)C3)c2n1. Reaction SMILES: [CH2:56]([Cl:57])[CH2:58][Cl:59].[CH3:1][O:2][c:3]1[n:4][c:5]2[c:6]([CH2:13][CH2:14][N:15]3[CH2:16][CH:17]([CH2:20][NH2:21])[CH2:18][CH2:19]3)[cH:7][cH:8][n:9][c:10]2[cH:11][cH:12]1.[CH:22]([N:23]([CH:24]([CH3:25])[CH3:26])[CH2:27][CH3:28])([CH3:29])[CH3:30].[O:31]=[C:32]1[NH:33][c:34]2[c:35]([cH:38][cH:39][c:40]([C:42](=[O:43])[OH:44])[n:41]2)[S:36][CH2:37]1.[O:60]=[CH:61][N:62]([CH3:63])[CH3:64].[OH2:45].[OH:46][c:47]1[c:48]2[n:49][n:50][nH:51][c:52]2[cH:53][cH:54][cH:55]1>>[CH3:1][O:2][c:3]1[n:4][c:5]2[c:6]([CH2:13][CH2:14][N:15]3[CH2:16][CH:17]([CH2:20][NH:21][C:42]([c:40]4[cH:39][cH:38][c:35]5[c:34]([n:41]4)[NH:33][C:32](=[O:31])[CH2:37][S:36]5)=[O:43])[CH2:18][CH2:19]3)[cH:7][cH:8][n:9][c:10]2[cH:11][cH:12]1. The reactants are ClCCCl, COc1ccc2nccc(CCN3CCC(CN)C3)c2n1, CCN(C(C)C)C(C)C, O=C1CSc2ccc(C(=O)O)nc2N1, CN(C)C=O, O, Oc1cccc2[nH]nnc12. Product: FC1(CCN(CC1)C1COC1)COC1=C(C=C(C=C1)S(=O)(=O)N)[N+](=O)[O-] (4-((4-fluoro-1-(oxetan-3-yl)piperidin-4-yl)methoxy)-3-nitrobenzenesulfonamide). Conditions: time 8 hour. Solvent: O1CCCC1 (tetrahydrofuran), C(C)(=O)O (acetic acid). RXN SMILES: [F:1][C:2]1([CH2:8][O:9][C:10]2[CH:15]=[CH:14][C:13]([S:16]([NH2:19])(=[O:18])=[O:17])=[CH:12][C:11]=2[N+:20]([O-:22])=[O:21])[CH2:7][CH2:6][NH:5][CH2:4][CH2:3]1.[O:23]1[CH2:26][C:25](=O)[CH2:24]1.C([BH3-])#N>O1CCCC1.C(O)(=O)C>[F:1][C:2]1([CH2:8][O:9][C:10]2[CH:15]=[CH:14][C:13]([S:16]([NH2:19])(=[O:18])=[O:17])=[CH:12][C:11]=2[N+:20]([O-:22])=[O:21])[CH2:7][CH2:6][N:5]([CH:25]2[CH2:26][O:23][CH2:24]2)[CH2:4][CH2:3]1. Starting materials: FC1(CCNCC1)COC1=C(C=C(C=C1)S(=O)(=O)N)[N+](=O)[O-] (4-((4-fluoropiperidin-4-yl)methoxy)-3-nitrobenzenesulfonamide), O1CC(C1)=O (oxetan-3-one), C(#N)[BH3-] (cyanoborohydride). Procedure details: To a solution of EXAMPLE 341C (72 mg) in tetrahydrofuran (1.5 mL) and acetic acid (0.5 mL) was added oxetan-3-one (14 mg) and MP-cyanoborohydride (2.38 mmol/g, 162 mg). The mixture was stirred at room temperature overnight. The reaction was then filtered and the filtrate was concentrated under vacuum. The residue was slurried in ether and the product was collected by filtration.